From a dataset of the Open Reaction Database (ORD), a public repository of structured organic reaction records. describe an organic reaction: reactants, conditions, products, and yield The reactants are CC12S[C@H]3N(C1(C(=O)OCC(Cl)(Cl)Cl)C2)C(C3NC(C(OC=O)C3=CC=CC=C3)=O)=O (2,2,2-trichloroethyl 2-methyl-2,3-methylene-6-(2-phenyl-2-formyloxyacetamido)penam-3-carboxylate), C(C)(=O)O (acetic acid). Reagents/catalysts: [Zn] (zinc). The solvent is CN(C=O)C (dimethylformamide). Reaction conditions: time 1 hour. Product: CC12S[C@H]3N(C1(C(=O)O)C2)C(C3NC(C(OC=O)C3=CC=CC=C3)=O)=O (2-methyl-2,3-methylene-6-(2-phenyl-2-formyloxyacetamido)penam-3-carboxylic acid). Yield: 97.6%. As a reaction SMILES: [CH3:1][C:2]12[CH2:15][C:6]1([C:7]([O:9]CC(Cl)(Cl)Cl)=[O:8])[N:5]1[C:16](=[O:31])[CH:17]([NH:18][C:19](=[O:30])[CH:20]([C:24]3[CH:29]=[CH:28][CH:27]=[CH:26][CH:25]=3)[O:21][CH:22]=[O:23])[C@H:4]1[S:3]2.C(O)(=O)C>CN(C)C=O.[Zn]>[CH3:1][C:2]12[CH2:15][C:6]1([C:7]([OH:9])=[O:8])[N:5]1[C:16](=[O:31])[CH:17]([NH:18][C:19](=[O:30])[CH:20]([C:24]3[CH:29]=[CH:28][CH:27]=[CH:26][CH:25]=3)[O:21][CH:22]=[O:23])[C@H:4]1[S:3]2. Procedure details: To a solution of 2,2,2-trichloroethyl 2-methyl-2,3-methylene-6-(2-phenyl-2-formyloxyacetamido)penam-3-carboxylate (1.52 g.) in dimethylformamide (7.5 ml.) were added acetic acid (2.3 ml.) and zinc powder (1.8 g.) under ice-cooling, and the mixture was stirred for 1 hour. After the reaction, the reaction mixture was post-treated in the similar manner as described in Example 1 to the distillation of ethyl acetate to give oily 2-methyl-2,3-methylene-6-(2-phenyl-2-formyloxyacetamido)penam-3-carboxyl... Starting materials: O=C1N(N=C2C1=CN(C=1C=CC=CC21)CC2=CC=C(C=C2)N2N=CC=C2)C2CCN(CC2)C(=O)OCC2=CC=CC=C2 (Phenylmethyl 4-(3-oxo-5-{[4-(1H-pyrazol-1-yl)phenyl]methyl}-3,5-dihydro-2H-pyrazolo[4,3-c]quinolin-2-yl)piperidine-1-carboxylate). The reagents and catalysts are [OH-].[Pd+2].[OH-] (palladium(II) hydroxide). Run in C(C)(=O)OCC (ethyl acetate). Reaction conditions: time 1 hour. Product: N1CCC(CC1)N1N=C2C(=CN(C=3C=CC=CC23)CC2=CC=C(C=C2)N2N=CC=C2)C1=O (2-Piperidin-4-yl-5-{[4-(1H-pyrazol-1-yl)phenyl]methyl}-2,5-dihydro-3H-pyrazolo[4,3-c]quinolin-3-one). RXN SMILES: [O:1]=[C:2]1[C:6]2=[CH:7][N:8]([CH2:15][C:16]3[CH:21]=[CH:20][C:19]([N:22]4[CH:26]=[CH:25][CH:24]=[N:23]4)=[CH:18][CH:17]=3)[C:9]3[CH:10]=[CH:11][CH:12]=[CH:13][C:14]=3[C:5]2=[N:4][N:3]1[CH:27]1[CH2:32][CH2:31][N:30](C(OCC2C=CC=CC=2)=O)[CH2:29][CH2:28]1>C(OCC)(=O)C.[OH-].[Pd+2].[OH-]>[NH:30]1[CH2:31][CH2:32][CH:27]([N:3]2[C:2](=[O:1])[C:6]3=[CH:7][N:8]([CH2:15][C:16]4[CH:21]=[CH:20][C:19]([N:22]5[CH:26]=[CH:25][CH:24]=[N:23]5)=[CH:18][CH:17]=4)[C:9]4[CH:10]=[CH:11][CH:12]=[CH:13][C:14]=4[C:5]3=[N:4]2)[CH2:28][CH2:29]1 |f:2.3.4|. Procedure: Phenylmethyl 4-(3-oxo-5-{[4-(1H-pyrazol-1-yl)phenyl]methyl}-3,5-dihydro-2H-pyrazolo[4,3-c]quinolin-2-yl)piperidine-1-carboxylate (Example 511, 25 mg, 0.045 mmol) was dissolved in ethyl acetate, treated with palladium(II) hydroxide on carbon (2.5 mg, 0.1 wt equiv), sparged under an atmosphere of hydrogen (1 atm) and stirred for 1 hour at ambient temperature. The mixture was sparged under an atmosphere of nitrogen, filtered through a pad of Celite and the filtrate was concentrated in vacuo. The re... The reactants are COC(=O)c1ccc(OC)nc1, CC(C)(C)O, N#CCc1ccc(Cl)cc1Cl, O. Product: COc1ccc(C(=O)C(C#N)c2ccc(Cl)cc2Cl)cn1. Reaction SMILES: [CH3:1][O:2][C:3]([c:4]1[cH:5][n:6][c:7]([O:10][CH3:11])[cH:8][cH:9]1)=[O:12].[CH3:25][C:26]([OH:27])([CH3:28])[CH3:29].[Cl:13][c:14]1[c:15]([CH2:16][C:17]#[N:18])[cH:19][cH:20][c:21]([Cl:23])[cH:22]1.[OH2:24]>>[C:3]([c:4]1[cH:5][n:6][c:7]([O:10][CH3:11])[cH:8][cH:9]1)(=[O:12])[CH:16]([c:15]1[c:14]([Cl:13])[cH:22][c:21]([Cl:23])[cH:20][cH:19]1)[C:17]#[N:18]. Product: C1(=CC=CC=C1)CC(=O)N1CCN(CCN(CC1)C(CC1=CC=CC=C1)=O)C(CC1=CC=CC=C1)=O (N,N′,N″-Tris(phenylacetyl)-1,4,7-triazacyclononane). RXN SMILES: [NH:1]1[CH2:9][CH2:8][NH:7][CH2:6][CH2:5][NH:4][CH2:3][CH2:2]1.[C:10]1([CH2:16][C:17](P(=O)(OCC)OCC)=[O:18])[CH:15]=[CH:14][CH:13]=[CH:12][CH:11]=1>>[C:10]1([CH2:16][C:17]([N:1]2[CH2:9][CH2:8][N:7]([C:17](=[O:18])[CH2:16][C:10]3[CH:15]=[CH:14][CH:13]=[CH:12][CH:11]=3)[CH2:6][CH2:5][N:4]([C:17](=[O:18])[CH2:16][C:10]3[CH:11]=[CH:12][CH:13]=[CH:14][CH:15]=3)[CH2:3][CH2:2]2)=[O:18])[CH:15]=[CH:14][CH:13]=[CH:12][CH:11]=1. Reactants: N1CCNCCNCC1 (1,4,7-triazacyclononane), C1(=CC=CC=C1)CC(=O)P(OCC)(OCC)=O (diethyl phenylacetylphosphonate). Procedure: From 1,4,7-triazacyclononane (1.1.3), diethyl phenylacetylphosphonate [PhCH2COP(O)(OEt)2]. The reactants are C(C)(C)NC1=C(C=CC=C1)N (N-isopropyl-o-phenylenediamine), ClCC(=O)O (monochloroacetic acid), N (ammonia). The solvent is Cl (hydrochloric acid). Product: C(C)(C)N1C(=NC2=C1C=CC=C2)CCl (1-isopropyl-2-chloromethylbenzimidazole). Yield: 64.5%. RXN SMILES: [CH:1]([NH:4][C:5]1[CH:10]=[CH:9][CH:8]=[CH:7][C:6]=1[NH2:11])([CH3:3])[CH3:2].[Cl:12][CH2:13][C:14](O)=O.N>Cl>[CH:1]([N:4]1[C:5]2[CH:10]=[CH:9][CH:8]=[CH:7][C:6]=2[N:11]=[C:14]1[CH2:13][Cl:12])([CH3:3])[CH3:2]. Reported procedure: N-isopropyl-o-phenylenediamine (2.8 g, 18.6 mmol), which is a known compound, was reacted with monochloroacetic acid (2.64 g, 28 mmol) in hydrochloric acid. The reaction mixture was made to weak by alkaline alkali with aqueous ammonia and the obtained oily material was refined in a usual manner to give the title intermediate (2.5 g, 12 mmol). Procedure: To a stirred solution of 2-{[methoxycarbonylmethyl-(toluene-4-sulfonyl)-amino]-methyl}-3-phenoxy-benzoic acid ethyl ester (5.07 g, 0.01 mol) in anhydrous methanol (22 mL) was added dropwise a mixture of sodium methoxide solution (30% wt, 5.6 mL) and anhydrous methanol (4 mL) at 0° C. The mixture was stirred at 0° C. for 10 minutes and then at room temperature for additional 3 h before it was concentrated in vacuo. Water was added and the pH of the slurry was adjusted with aqueous 1 N HCl to pH=1... Yields the product COC(=O)C=1N=CC2=C(C=CC=C2C1O)OC1=CC=CC=C1 (4-Hydroxy-8-phenoxy-isoquinoline-3-carboxylic acid methyl ester). Starting materials: C(C)OC(C1=C(C(=CC=C1)OC1=CC=CC=C1)CN(S(=O)(=O)C1=CC=C(C=C1)C)CC(=O)OC)=O (2-{[methoxycarbonylmethyl-(toluene-4-sulfonyl)-amino]-methyl}-3-phenoxy-benzoic acid ethyl ester), C[O-].[Na+] (sodium methoxide). Run at temperature 0 celsius, time 10 minute. Solvent: CO (methanol), CO (methanol). Isolated yield 74.8%. As a reaction SMILES: C([O:3][C:4](=O)[C:5]1[CH:10]=[CH:9][CH:8]=[C:7]([O:11][C:12]2[CH:17]=[CH:16][CH:15]=[CH:14][CH:13]=2)[C:6]=1[CH2:18][N:19]([CH2:30][C:31]([O:33][CH3:34])=[O:32])S(C1C=CC(C)=CC=1)(=O)=O)C.C[O-].[Na+]>CO>[CH3:34][O:33][C:31]([C:30]1[N:19]=[CH:18][C:6]2[C:5]([C:4]=1[OH:3])=[CH:10][CH:9]=[CH:8][C:7]=2[O:11][C:12]1[CH:17]=[CH:16][CH:15]=[CH:14][CH:13]=1)=[O:32] |f:1.2|. Reactants: COC=1C=C(OCC(CN2CCN(CC2)C2=C(C=CC=C2)[N+](=O)[O-])O)C=C(C1OC)OC ((±)-1-[3-(3,4,5-trimethoxyphenoxy)-2-hydroxy-propyl]-4-(2-nitro-phenyl)-piperazine). The yield is 94.0%. The product is COC=1C=C(OCC(CN2CCN(CC2)C2=C(C=CC=C2)N)O)C=C(C1OC)OC ((±)-1-[3-(3,4,5-Trimethoxyphenoxy)-2-hydroxy-propyl]-4-(2-aminophenyl)-piperazine). The reagents and catalysts are [Pd].[C] (Pd carbon). Solvent: CO (methanol). As a reaction SMILES: [CH3:1][O:2][C:3]1[CH:4]=[C:5]([CH:26]=[C:27]([O:31][CH3:32])[C:28]=1[O:29][CH3:30])[O:6][CH2:7][CH:8]([OH:25])[CH2:9][N:10]1[CH2:15][CH2:14][N:13]([C:16]2[CH:21]=[CH:20][CH:19]=[CH:18][C:17]=2[N+:22]([O-])=O)[CH2:12][CH2:11]1>CO.[Pd].[C]>[CH3:1][O:2][C:3]1[CH:4]=[C:5]([CH:26]=[C:27]([O:31][CH3:32])[C:28]=1[O:29][CH3:30])[O:6][CH2:7][CH:8]([OH:25])[CH2:9][N:10]1[CH2:11][CH2:12][N:13]([C:16]2[CH:21]=[CH:20][CH:19]=[CH:18][C:17]=2[NH2:22])[CH2:14][CH2:15]1 |f:2.3|. Procedure details: 6 g (0124 mole) (±)-1-[3-(3,4,5-trimethoxyphenoxy)-2-hydroxy-propyl]-4-(2-nitro-phenyl)-piperazine are dissolved in 300 ml of methanol and hydrogenated in the presence of 0.5 g Pd-carbon (10%) at room temperature. After filtering off the catalyst and removal of the solvent in vacuo it is recrystallized from ethanol. Yield: 94%. M.p. of the monohydrochloride: 181°-183° C.